This data is from the Open Reaction Database (ORD), a public repository of structured organic reaction records. The task is: describe an organic reaction: reactants, conditions, products, and yield Starting materials: ClC=1C(=C(C=CC1C#N)N[C@@H](C(=O)O)[C@@H](C)O)C ((2R,3R)-2-(3-chloro-4-cyano-2-methylphenylamino)-3-hydroxybutanoic acid), C(CCl)Cl (EDC), TEA, C(C1=CC=CC=C1)(=O)NN (Benzhydrazide), C=1C=CC2=C(C1)N=NN2O (HOBt). Isolated yield 51.4%. RXN SMILES: [Cl:1][C:2]1[C:3]([CH3:18])=[C:4]([NH:10][C@H:11]([C@H:15]([OH:17])[CH3:16])[C:12]([OH:14])=O)[CH:5]=[CH:6][C:7]=1[C:8]#[N:9].[C:19]([NH:27][NH2:28])(=[O:26])[C:20]1[CH:25]=[CH:24][CH:23]=[CH:22][CH:21]=1.C1C=CC2N(O)N=NC=2C=1.C(Cl)CCl>C1COCC1>[Cl:1][C:2]1[C:3]([CH3:18])=[C:4]([NH:10][C@H:11]([C@H:15]([OH:17])[CH3:16])[C:12]([NH:28][NH:27][C:19](=[O:26])[C:20]2[CH:25]=[CH:24][CH:23]=[CH:22][CH:21]=2)=[O:14])[CH:5]=[CH:6][C:7]=1[C:8]#[N:9]. Run in C1CCOC1 (THF). Reported procedure: To a 100 mL, round-bottomed flask equipped with a magnetic stir bar and septum was added (2R,3R)-2-(3-chloro-4-cyano-2-methylphenylamino)-3-hydroxybutanoic acid (2.02 g, 7.5 mmol) followed by a addition of anhydrous THF (60 mL) under an atmosphere of nitrogen. Benzhydrazide (1.02 g, 7.5 mmol) was subsequently added and the mixture was cooled to −15° C. To this mixture was added HOBt (1.02 g, 7.5 mmol) followed by addition of EDC (2.88 g, 15.0 mmol) and lastly, TEA (3.2 mL, 23 mmol) was slowly ad... Yields the product ClC=1C(=C(C=CC1C#N)N[C@@H](C(=O)NNC(C1=CC=CC=C1)=O)[C@@H](C)O)C (N′-((2R,3R)-2-(3-chloro-4-cyano-2-methylphenylamino)-3-hydroxybutanoyl)benzohydrazide). Conditions: temperature -15 celsius. The reactants are OC(C(=O)C1=CC=CC=C1)CC1=CC=CC(=C1)O (2,5-dihydroxy-β-phenylpropiophenone), C(C1=CC=CC=C1)Br (benzyl bromide), C([O-])([O-])=O.[K+].[K+] (potassium carbonate). The solvent is CC(=O)C (acetone). Product: OC(C(=O)C1=CC=CC=C1)CC1=CC=CC(=C1)OCC1=CC=CC=C1 (2-hydroxy-5-benzyloxy-β-phenylpropiophenone). Reaction SMILES: [OH:1][CH:2]([CH2:11][C:12]1[CH:17]=[C:16]([OH:18])[CH:15]=[CH:14][CH:13]=1)[C:3]([C:5]1[CH:10]=[CH:9][CH:8]=[CH:7][CH:6]=1)=[O:4].[CH2:19](Br)[C:20]1[CH:25]=[CH:24][CH:23]=[CH:22][CH:21]=1.C(=O)([O-])[O-].[K+].[K+]>CC(C)=O>[OH:1][CH:2]([CH2:11][C:12]1[CH:17]=[C:16]([O:18][CH2:19][C:20]2[CH:25]=[CH:24][CH:23]=[CH:22][CH:21]=2)[CH:15]=[CH:14][CH:13]=1)[C:3]([C:5]1[CH:6]=[CH:7][CH:8]=[CH:9][CH:10]=1)=[O:4] |f:2.3.4|. Procedure: 20.8 g (86 mmole) 2,5-dihydroxy-β-phenylpropiophenone, 15.4 ml (130 mmole) benzyl bromide and 12.5 g (90 mmole) potassium carbonate were heated under reflux for 3 hours with 200 ml acetone. After distilling off the solvent, the residue was dissolved in ethylacetate and extracted three times with 150 ml each of 2N sodium hydroxide solution. Subsequently the organic phase was extracted with 150 ml 2N hydrochloric acid and then washed with water to neutrality. After that, the organic phase was sepa... Reactants: O=C1CC[C@@H]2CN(C[C@@H]21)C(=O)OC(C)(C)C ((3aR,6aS)-tert-butyl 4-oxohexahydrocyclopenta[c]pyrrole-2(1H)-carboxylate), pyridinium bromide perbromide. Run in O1CCCC1 (tetrahydrofuran). Reaction conditions: time 3 hour. The product is BrC1C([C@@H]2[C@@H](CN(C2)C(=O)OC(C)(C)C)C1)=O ((3aR,6aS)-tert-butyl 5-bromo-4-oxohexahydrocyclopenta[c]pyrrole-2(1H)-carboxylate). RXN SMILES: [O:1]=[C:2]1[C@@H:9]2[C@@H:5]([CH2:6][N:7]([C:10]([O:12][C:13]([CH3:16])([CH3:15])[CH3:14])=[O:11])[CH2:8]2)[CH2:4][CH2:3]1.C1C=C[NH+]=CC=1.[Br:23][Br-]Br>O1CCCC1>[Br:23][CH:3]1[CH2:4][C@@H:5]2[CH2:6][N:7]([C:10]([O:12][C:13]([CH3:16])([CH3:15])[CH3:14])=[O:11])[CH2:8][C@@H:9]2[C:2]1=[O:1] |f:1.2|. Reported procedure: To a solution of (3aR,6aS)-tert-butyl 4-oxohexahydrocyclopenta[c]pyrrole-2(1H)-carboxylate (4 g, 17.76 mmol), in tetrahydrofuran (30 mL) at 0° C. was added pyridinium bromide perbromide (6.62 g, 18.64 mmol). The mixture was stirred for 3 hours at room temperature, wherein an ice bath was needed to keep the mixture at about room temperature. The reaction mixture was quenched with 1 N NaHCO3 solution (80 mL) and 1 N sodium thiosulfate (20 mL). The mixture was stirred for 0.5 hours and extracted wi... Reaction SMILES: [Cl:1][C:2]1[CH:7]=[CH:6][C:5]([CH:8]([C:22]2[CH:27]=[CH:26][C:25]([Cl:28])=[CH:24][CH:23]=2)[CH2:9][NH:10][C:11]2[CH:21]=[CH:20][C:14]([C:15]([O:17]CC)=[O:16])=[CH:13][CH:12]=2)=[CH:4][CH:3]=1.[OH-].[K+]>C(O)C>[Cl:1][C:2]1[CH:3]=[CH:4][C:5]([CH:8]([C:22]2[CH:23]=[CH:24][C:25]([Cl:28])=[CH:26][CH:27]=2)[CH2:9][NH:10][C:11]2[CH:21]=[CH:20][C:14]([C:15]([OH:17])=[O:16])=[CH:13][CH:12]=2)=[CH:6][CH:7]=1 |f:1.2|. Yields the product ClC1=CC=C(C=C1)C(CNC1=CC=C(C(=O)O)C=C1)C1=CC=C(C=C1)Cl (4-[[2,2-Bis(p-chlorophenyl)ethyl]amino]benzoic acid). Reported procedure: A mixture of 10.0 g. of 4-[[2,2-bis(p-chlorophenyl)ethyl]amino]benzoic acid, ethyl ester, 5.0 g. of potassium hydroxide, and 100 ml. of 95% ethanol is stirred at 80° C. for 31/2 hours, cooled, diluted with 200 ml. of water, and extracted with two 150 ml. portions of ether. The combined ether extracts are washed with 100 ml. of water. The water wash is combined with the original aqueous layer and adjusted to pH 6.5 with 37% hydrochloric acid. The resulting precipitate is collected and dried in va... Starting materials: ClC1=CC=C(C=C1)C(CNC1=CC=C(C(=O)OCC)C=C1)C1=CC=C(C=C1)Cl (4-[[2,2-bis(p-chlorophenyl)ethyl]amino]benzoic acid, ethyl ester), [OH-].[K+] (potassium hydroxide). Run in C(C)O (ethanol). Starting materials: CCO, Cl, NO, CNC(=O)Nc1cc(C#N)cc(N)n1, [Na+], [Na+], O=C([O-])[O-], O. The product is CNC(=O)Nc1cc(C(=N)NO)cc(N)n1. RXN SMILES: [CH3:24][CH2:25][OH:26].[ClH:15].[NH2:16][OH:17].[NH2:1][c:2]1[cH:3][c:4]([C:13]#[N:14])[cH:5][c:6]([NH:8][C:9](=[O:10])[NH:11][CH3:12])[n:7]1.[Na+:18].[Na+:19].[O-:20][C:21](=[O:22])[O-:23].[OH2:27]>>[NH2:1][c:2]1[cH:3][c:4]([C:13](=[NH:14])[NH:16][OH:17])[cH:5][c:6]([NH:8][C:9](=[O:10])[NH:11][CH3:12])[n:7]1. The reactants are C(CC)N=C(NC1=NC(=NC=C1)CCCCC(OC)=N)N (methyl 5-(4-[2-propylguanidino]pyrimid-2-yl)valerimidate), [Cl-].[NH4+] (ammonium chloride). The solvent is CO (MeOH). Conditions: time 1 hour. The product is Cl.C(CC)N=C(NC1=NC(=NC=C1)CCCCC(=N)N)N (5-(4-[2-propylguanidino]pyrimid-2-yl)valeramidine hydrochloride). Isolated yield 93.2%. RXN SMILES: [CH2:1]([N:4]=[C:5]([NH2:21])[NH:6][C:7]1[CH:12]=[CH:11][N:10]=[C:9]([CH2:13][CH2:14][CH2:15][CH2:16][C:17](=[NH:20])OC)[N:8]=1)[CH2:2][CH3:3].[Cl-:22].[NH4+:23]>CO>[ClH:22].[CH2:1]([N:4]=[C:5]([NH2:21])[NH:6][C:7]1[CH:12]=[CH:11][N:10]=[C:9]([CH2:13][CH2:14][CH2:15][CH2:16][C:17]([NH2:23])=[NH:20])[N:8]=1)[CH2:2][CH3:3] |f:1.2,4.5|. Procedure details: A mixture of methyl 5-(4-[2-propylguanidino]pyrimid-2-yl)valerimidate (0.4 g.) and ammonium chloride (0.076 g.) in MeOH (20 ml.) was stirred at ambient temperature for 1 hour and the solvent evaporated in vacuo to give 5-(4-[2-propylguanidino]pyrimid-2-yl)valeramidine hydrochloride (0.4 g.) as an oil which was used without further purification. Reactants: CCCC(=O)O, Cl, Cl, Cl, NC1CCC(CCN2CCN(c3nccc4c3OCC4)CC2)CC1. The product is CCCC(=O)NC1CCC(CCN2CCN(c3nccc4c3OCC4)CC2)CC1. RXN SMILES: [CH3:28][CH2:29][CH2:30][C:31]([OH:32])=[O:33].[ClH:1].[ClH:2].[ClH:3].[O:4]1[CH2:5][CH2:6][c:7]2[c:8]1[c:9]([N:13]1[CH2:14][CH2:15][N:16]([CH2:19][CH2:20][CH:21]3[CH2:22][CH2:23][CH:24]([NH2:27])[CH2:25][CH2:26]3)[CH2:17][CH2:18]1)[n:10][cH:11][cH:12]2>>[O:4]1[CH2:5][CH2:6][c:7]2[c:8]1[c:9]([N:13]1[CH2:14][CH2:15][N:16]([CH2:19][CH2:20][CH:21]3[CH2:22][CH2:23][CH:24]([NH:27][C:31]([CH2:30][CH2:29][CH3:28])=[O:32])[CH2:25][CH2:26]3)[CH2:17][CH2:18]1)[n:10][cH:11][cH:12]2. Reactants: O=C([O-])O, CC(C)C(CCO)CC1OC(C)(C)N(C(=O)OC(C)(C)C)C1CC1CCCCC1, Cl, [K+], C1COCCO1. The product is CC(C)C(CCO)CC(O)C(N)CC1CCCCC1. Reaction SMILES: [C:30](=[O:31])([OH:32])[O-:33].[CH:1]1([CH2:7][CH:8]2[N:9]([C:23]([O:24][C:25]([CH3:26])([CH3:27])[CH3:28])=[O:29])[C:10]([CH3:21])([CH3:22])[O:11][CH:12]2[CH2:13][CH:14]([CH2:15][CH2:16][OH:17])[CH:18]([CH3:19])[CH3:20])[CH2:2][CH2:3][CH2:4][CH2:5][CH2:6]1.[ClH:35].[K+:34].[O:36]1[CH2:37][CH2:38][O:39][CH2:40][CH2:41]1>>[CH:1]1([CH2:7][CH:8]([NH2:9])[CH:12]([OH:11])[CH2:13][CH:14]([CH2:15][CH2:16][OH:17])[CH:18]([CH3:19])[CH3:20])[CH2:2][CH2:3][CH2:4][CH2:5][CH2:6]1.